From a dataset of the Open Reaction Database (ORD), a public repository of structured organic reaction records. describe an organic reaction: reactants, conditions, products, and yield Starting materials: ON=C(C1=CC=CC=C1)Cl (N-hydroxybenzimidoyl chloride), C(C=C)(=O)OC (methyl acrylate), C([O-])(O)=O.[Na+] (sodium bicarbonate), O (water). Solvent: C(C)(=O)OCC (ethyl acetate), C(C)(=O)OCC (ethyl acetate). Run at time 22 hour. The product is C1(=CC=CC=C1)C1=NOC(C1)C(=O)OC (methyl 3-phenyl-4,5-dihydroisoxazole-5-carboxylate). The yield is 73.2%. RXN SMILES: [OH:1][N:2]=[C:3](Cl)[C:4]1[CH:9]=[CH:8][CH:7]=[CH:6][CH:5]=1.[C:11]([O:15][CH3:16])(=[O:14])[CH:12]=[CH2:13].C(=O)(O)[O-].[Na+].O>C(OCC)(=O)C>[C:4]1([C:3]2[CH2:13][CH:12]([C:11]([O:15][CH3:16])=[O:14])[O:1][N:2]=2)[CH:9]=[CH:8][CH:7]=[CH:6][CH:5]=1 |f:2.3|. Procedure: A solution of N-hydroxybenzimidoyl chloride (0.500 g; 3.21 mmol) in ethyl acetate (4 mL) was added dropwise to the mixture of methyl acrylate (0.58 mL; 6.43 mmol), sodium bicarbonate (0.818 g; 9.64 mmol), water 0.1 mL and ethyl acetate (16 mL) at room temperature and the resulting mixture was stirred for 22 hours. The solid was eliminated by filtration and washed with ethyl acetate. The filtrate was evaporated and the residue purified by flash chromatography on silica gel (eluent: 15 to 100% dic... Starting materials: CS(C)=O, COC(=O)c1sc(CBr)cc1Cl, [Na+], O=C([O-])O, O. Yields the product COC(=O)c1sc(CO)cc1Cl. As a reaction SMILES: [CH3:18][S:19]([CH3:20])=[O:21].[CH3:1][O:2][C:3](=[O:4])[c:5]1[s:6][c:7]([CH2:11][Br:12])[cH:8][c:9]1[Cl:10].[Na+:17].[O-:13][C:14]([OH:15])=[O:16].[OH2:22]>>[CH3:1][O:2][C:3](=[O:4])[c:5]1[s:6][c:7]([CH2:11][OH:13])[cH:8][c:9]1[Cl:10].